This data is from the Open Reaction Database (ORD), a public repository of structured organic reaction records. The task is: describe an organic reaction: reactants, conditions, products, and yield Reactants: CN(C)C=O, CO, O=C(Nc1ccc(Cl)cc1)c1ccncc1Cl, S, NCC1CCN(c2ccncc2)CC1. Yields the product O=C(Nc1ccc(Cl)cc1)c1ccncc1NCC1CCN(c2ccncc2)CC1. As a reaction SMILES: [CH3:33][N:34]([CH3:35])[CH:36]=[O:37].[CH3:38][OH:39].[Cl:1][c:2]1[cH:3][n:4][cH:5][cH:6][c:7]1[C:8](=[O:9])[NH:10][c:11]1[cH:12][cH:13][c:14]([Cl:17])[cH:15][cH:16]1.[SH2:32].[n:18]1[cH:19][cH:20][c:21]([N:24]2[CH2:25][CH2:26][CH:27]([CH2:30][NH2:31])[CH2:28][CH2:29]2)[cH:22][cH:23]1>>[c:2]1([NH:31][CH2:30][CH:27]2[CH2:26][CH2:25][N:24]([c:21]3[cH:20][cH:19][n:18][cH:23][cH:22]3)[CH2:29][CH2:28]2)[cH:3][n:4][cH:5][cH:6][c:7]1[C:8](=[O:9])[NH:10][c:11]1[cH:12][cH:13][c:14]([Cl:17])[cH:15][cH:16]1. Starting materials: NC1=C(C(=O)NC(C(=O)OC)CC2=CC=CC=C2)C(=CC=C1)[N+](=O)[O-] (methyl 2-(2-amino-6-nitro-benzoylamino)-3-phenyl-propionate). Run in [OH-].[K+] (KOH). Run at temperature 50 celsius, time 1.5 hour. Yields the product NC1=C(C(=O)NC(C(=O)O)CC2=CC=CC=C2)C(=CC=C1)[N+](=O)[O-] (2-(2-amino-6-nitro-benzoylamino)-3-phenyl-propionic acid). As a reaction SMILES: [NH2:1][C:2]1[CH:22]=[CH:21][CH:20]=[C:19]([N+:23]([O-:25])=[O:24])[C:3]=1[C:4]([NH:6][CH:7]([CH2:12][C:13]1[CH:18]=[CH:17][CH:16]=[CH:15][CH:14]=1)[C:8]([O:10]C)=[O:9])=[O:5]>[OH-].[K+]>[NH2:1][C:2]1[CH:22]=[CH:21][CH:20]=[C:19]([N+:23]([O-:25])=[O:24])[C:3]=1[C:4]([NH:6][CH:7]([CH2:12][C:13]1[CH:18]=[CH:17][CH:16]=[CH:15][CH:14]=1)[C:8]([OH:10])=[O:9])=[O:5] |f:1.2|. Procedure: 1.04 g (3.03 mmol) methyl 2-(2-amino-6-nitro-benzoylamino)-3-phenyl-propionate are dissolved in 3 ml 20% ethanolic KOH and stirred for 1.5 h at 50° C. Then the solvent is eliminated in vacuo and the crude product is purified by chromatography. The carrier used is silica gel and the eluant used is dichloromethane, to which 15% of a mixture of 90% methanol and 10% saturated aqueous ammonia solution has been added. The reactants are BrCc1ccccc1, CCCCc1nc(C)[nH]c(=O)c1Cc1ccc(-c2ccccc2C#N)cc1, CN(C)C=O, CCOC(C)=O, [H-], [Na+]. The product is CCCCc1nc(C)n(Cc2ccccc2)c(=O)c1Cc1ccc(-c2ccccc2C#N)cc1. Reaction SMILES: [Br:35][CH2:36][c:37]1[cH:38][cH:39][cH:40][cH:41][cH:42]1.[CH2:1]([CH2:2][CH2:3][CH3:4])[c:5]1[n:6][c:7]([CH3:27])[nH:8][c:9](=[O:26])[c:10]1[CH2:11][c:12]1[cH:13][cH:14][c:15](-[c:18]2[c:19]([C:24]#[N:25])[cH:20][cH:21][cH:22][cH:23]2)[cH:16][cH:17]1.[CH3:30][N:31]([CH3:32])[CH:33]=[O:34].[CH3:43][CH2:44][O:45][C:46](=[O:47])[CH3:48].[H-:28].[Na+:29]>>[CH2:1]([CH2:2][CH2:3][CH3:4])[c:5]1[n:6][c:7]([CH3:27])[n:8]([CH2:36][c:37]2[cH:38][cH:39][cH:40][cH:41][cH:42]2)[c:9](=[O:26])[c:10]1[CH2:11][c:12]1[cH:13][cH:14][c:15](-[c:18]2[c:19]([C:24]#[N:25])[cH:20][cH:21][cH:22][cH:23]2)[cH:16][cH:17]1. Reactants: C#CCO, ClC(Cl)Cl, CCN(C(C)C)C(C)C, Cc1c(Cl)cccc1I, [Cu]I, C1CCOC1, O=C(C=Cc1ccccc1)C=Cc1ccccc1, O=C(C=Cc1ccccc1)C=Cc1ccccc1, O=C(C=Cc1ccccc1)C=Cc1ccccc1, [Pd], [Pd], c1ccc(P(c2ccccc2)c2ccccc2)cc1. Yields the product Cc1c(Cl)cccc1C#CCO. As a reaction SMILES: [CH2:29]([C:30]#[CH:31])[OH:32].[CH:100]([Cl:101])([Cl:102])[Cl:103].[CH:33]([N:34]([CH:35]([CH3:36])[CH3:37])[CH2:38][CH3:39])([CH3:40])[CH3:41].[Cl:1][c:2]1[c:3]([CH3:9])[c:4]([I:8])[cH:5][cH:6][cH:7]1.[Cu:42][I:43].[O:104]1[CH2:105][CH2:106][CH2:107][CH2:108]1.[O:46]=[C:47]([CH:48]=[CH:49][c:50]1[cH:51][cH:52][cH:53][cH:54][cH:55]1)[CH:56]=[CH:57][c:58]1[cH:59][cH:60][cH:61][cH:62][cH:63]1.[O:64]=[C:65]([CH:66]=[CH:67][c:68]1[cH:69][cH:70][cH:71][cH:72][cH:73]1)[CH:74]=[CH:75][c:76]1[cH:77][cH:78][cH:79][cH:80][cH:81]1.[O:82]=[C:83]([CH:84]=[CH:85][c:86]1[cH:87][cH:88][cH:89][cH:90][cH:91]1)[CH:92]=[CH:93][c:94]1[cH:95][cH:96][cH:97][cH:98][cH:99]1.[Pd:44].[Pd:45].[c:10]1([P:11]([c:12]2[cH:13][cH:14][cH:15][cH:16][cH:17]2)[c:18]2[cH:19][cH:20][cH:21][cH:22][cH:23]2)[cH:24][cH:25][cH:26][cH:27][cH:28]1>>[Cl:1][c:2]1[c:3]([CH3:9])[c:4]([C:31]#[C:30][CH2:29][OH:32])[cH:5][cH:6][cH:7]1. Starting materials: ClC1=CC=C(C=C1)O (4-chlorophenol), BrC[C@H](CCl)C ((2S)-1-bromo-3-chloro-2-methylpropane). Product: ClC1=CC=C(C=C1)OC[C@H](CCl)C (1-CHLORO-4-{[(2R)-3-CHLORO-2-METHYLPROPYL]OXY}BENZENE). Reaction SMILES: [Cl:1][C:2]1[CH:7]=[CH:6][C:5]([OH:8])=[CH:4][CH:3]=1.Br[CH2:10][C@@H:11]([CH3:14])[CH2:12][Cl:13]>>[Cl:1][C:2]1[CH:7]=[CH:6][C:5]([O:8][CH2:10][C@@H:11]([CH3:14])[CH2:12][Cl:13])=[CH:4][CH:3]=1. Reported procedure: Prepared by Procedure U and Scheme AK using 4-chlorophenol and (2S)-1-bromo-3-chloro-2-methylpropane. Starting materials: [OH-].[K+] (KOH), Cl (HCl), COC1=CC=C2C=CNC2=C1 (6-methoxy-1H-indole), ice, O=P(Cl)(Cl)Cl (POCl3), CN(C)C=O (DMF). Run in O (H2O). Conditions: temperature 5 celsius, time 1 hour. Product: COC1=CC=C2C(=CNC2=C1)C=O (6-methoxy-1H-indole-3-carboxaldehyde). Yield: 69.0%. RXN SMILES: O=P(Cl)(Cl)Cl.[CH3:6][O:7][C:8]1[CH:16]=[C:15]2[C:11]([CH:12]=[CH:13][NH:14]2)=[CH:10][CH:9]=1.[OH-].[K+].Cl.CN([CH:23]=[O:24])C>O>[CH3:6][O:7][C:8]1[CH:16]=[C:15]2[C:11]([C:12]([CH:23]=[O:24])=[CH:13][NH:14]2)=[CH:10][CH:9]=1 |f:2.3|. Procedure details: A mixture of DMF (7 mL, 90 mm) and POCl3 (2.25 mL, 24.5 mmol) which had been cooled to 5° C., was treated with known 6-methoxy-1H-indole. After stirring at room temperature for 1 hour, the mixture was heated at 45° C. for 1 hour, then allowed to cool to room temperature overnight. The reaction mixture was poured into ice (100 mL), and stirred for 30 minutes at which time a solution of KOH (9.6 g, 171 mm) in H2O (20 mL) was added dropwise. After stirring for 30 minutes, then heating for 1 hour at... The reactants are C(CCC)C1=NN2C(CCCC2)=C1CC1=CC=C(C=C1)C=1C(=CC=CC1)C(=O)OC(C)(C)C (1,1-dimethylethyl 4'-[(2-butyl 4,5,6,7-tetrahydro pyrazolo(1,5-a)pyridin-3-yl)methyl](1,1'-biphenyl)2-carboxylate), BrCC(C)=O (bromo 2-propanone), NC1=NC=CC=C1 (2-amino pyridine). Solvent: CC(=O)C (acetone), CC(=O)C (acetone). Product: CC=1N=C2N(C=CC=C2)C1 (2-methylimidazo (1,2-a)pyridine). The yield is 245.9%. RXN SMILES: [NH2:1][C:2]1[CH:7]=[CH:6][CH:5]=[CH:4][N:3]=1.[CH2:8]([C:12]1C(CC2C=CC(C3C(C(OC(C)(C)C)=O)=CC=CC=3)=CC=2)=C2CCCCN2N=1)[CH2:9]CC.BrCC(=O)C>CC(C)=O>[CH3:12][C:8]1[N:1]=[C:2]2[CH:7]=[CH:6][CH:5]=[CH:4][N:3]2[CH:9]=1. Procedure: A mixture of 5 g of 2-amino pyridine and 250 ml of acetone were added at ambient temperature to a mixture of 7.25 g of 1 bromo 2-propanone and 20 ml of acetone and the mixture was refluxed for 30 minutes. Using the procedure of Stage C of Example 22, 5.3 g of the expected product were obtained in the form of an orange oil.